From a dataset of the Open Reaction Database (ORD), a public repository of structured organic reaction records. describe an organic reaction: reactants, conditions, products, and yield Starting materials: N#Cc1ccccc1CBr, O=C([O-])[O-], CN(C)C=O, CCOC(C)=O, [K+], [K+], OB(O)c1ccc(S)cc1. The product is N#Cc1ccccc1CSc1ccc(B(O)O)cc1. RXN SMILES: [Br:11][CH2:12][c:13]1[c:14]([C:15]#[N:16])[cH:17][cH:18][cH:19][cH:20]1.[C:21](=[O:22])([O-:23])[O-:24].[CH3:27][N:28]([CH3:29])[CH:30]=[O:31].[CH3:32][CH2:33][O:34][C:35](=[O:36])[CH3:37].[K+:25].[K+:26].[SH:1][c:2]1[cH:3][cH:4][c:5]([B:8]([OH:9])[OH:10])[cH:6][cH:7]1>>[S:1]([c:2]1[cH:3][cH:4][c:5]([B:8]([OH:9])[OH:10])[cH:6][cH:7]1)[CH2:12][c:13]1[c:14]([C:15]#[N:16])[cH:17][cH:18][cH:19][cH:20]1. Starting materials: NC1=C(C=C(C=C1OCC1CC1)C1(CCCC1)C(=O)OCC)Br (ethyl 1-(4-amino-3-bromo-5-(cyclopropylmethoxy)phenyl)cyclopentanecarboxylate), FC(C1=CC=C(C=C1)B(O)O)(F)F (4-trifluoromethylphenylboronic acid), [F-].[Cs+] (CsF), CCOC(=O)C (EtOAc). The reagents and catalysts are C=1C=CC(=CC1)[P](C=2C=CC=CC2)(C=3C=CC=CC3)[Pd]([P](C=4C=CC=CC4)(C=5C=CC=CC5)C=6C=CC=CC6)([P](C=7C=CC=CC7)(C=8C=CC=CC8)C=9C=CC=CC9)[P](C=1C=CC=CC1)(C=1C=CC=CC1)C=1C=CC=CC1 (Pd (PPh3)4). Run in COCCOC (1,2-dimethoxy ethane), O (water). Product: NC1=C(C=C(C=C1C1=CC=C(C=C1)C(F)(F)F)C1(CCCC1)C(=O)OCC)OCC1CC1 (ethyl 1-(6-amino-5-(cyclopropylmethoxy)-4′-(trifluoromethyl)biphenyl-3-yl)cyclopentanecarboxylate). Yield: 73.4%. As a reaction SMILES: [NH2:1][C:2]1[C:7]([O:8][CH2:9][CH:10]2[CH2:12][CH2:11]2)=[CH:6][C:5]([C:13]2([C:18]([O:20][CH2:21][CH3:22])=[O:19])[CH2:17][CH2:16][CH2:15][CH2:14]2)=[CH:4][C:3]=1Br.[F:24][C:25]([F:36])([F:35])[C:26]1[CH:31]=[CH:30][C:29](B(O)O)=[CH:28][CH:27]=1.[F-].[Cs+].CCOC(C)=O>COCCOC.C1C=CC([P]([Pd]([P](C2C=CC=CC=2)(C2C=CC=CC=2)C2C=CC=CC=2)([P](C2C=CC=CC=2)(C2C=CC=CC=2)C2C=CC=CC=2)[P](C2C=CC=CC=2)(C2C=CC=CC=2)C2C=CC=CC=2)(C2C=CC=CC=2)C2C=CC=CC=2)=CC=1.O>[NH2:1][C:2]1[C:3]([C:29]2[CH:30]=[CH:31][C:26]([C:25]([F:36])([F:35])[F:24])=[CH:27][CH:28]=2)=[CH:4][C:5]([C:13]2([C:18]([O:20][CH2:21][CH3:22])=[O:19])[CH2:17][CH2:16][CH2:15][CH2:14]2)=[CH:6][C:7]=1[O:8][CH2:9][CH:10]1[CH2:12][CH2:11]1 |f:2.3,^1:54,56,75,94|. Procedure: A mixture of ethyl 1-(4-amino-3-bromo-5-(cyclopropylmethoxy)phenyl)cyclopentanecarboxylate (5.1 g, 14 mmol), 4-trifluoromethylphenylboronic acid (3.36 g, 17 mmol), CsF (0.28 g, 1.84 mmol) and Pd (PPh3)4 (0.410 g, 0.4 mmol) in 75 mL anhydrous 1,2-dimethoxy ethane was refluxed for 8 h under argon. The reaction mixture was cooled, and 75 mL of EtOAc and 75 mL of water were added. The organic phase was separated, dried over Na2SO4, filtered and concentrated under reduced pressure to yellow oil. The ... Starting materials: Cc1cc2nc[nH]c2cc1C, CN(C)C=O, OCCCCCCCl, [H-], [Na+], O. Product: Cc1cc2ncn(CCCCCCO)c2cc1C. RXN SMILES: [CH3:1][c:2]1[cH:3][c:4]2[n:5][cH:6][nH:7][c:8]2[cH:9][c:10]1[CH3:11].[CH3:23][N:24]([CH3:25])[CH:26]=[O:27].[Cl:14][CH2:15][CH2:16][CH2:17][CH2:18][CH2:19][CH2:20][OH:21].[H-:13].[Na+:12].[OH2:22]>>[CH3:1][c:2]1[cH:3][c:4]2[n:5][cH:6][n:7]([CH2:15][CH2:16][CH2:17][CH2:18][CH2:19][CH2:20][OH:21])[c:8]2[cH:9][c:10]1[CH3:11]. Starting materials: COC(C1=CC(=CC=C1)C(=O)N(N)C(=O)C=1N(C(NC1COC12CC3CC(CC(C1)C3)C2)C2CCCCC2)OCC2=CC=CC=C2)=O (3-{N1-[5-(Adamantan-1-yloxymethyl)-3-benzyloxy-2-cyclohexyl-1H-imidazole-4-carbonyl]-hydrazinocarbonyl}-benzoic acid methyl ester), C12(CC3CC(CC(C1)C3)C2)OCC2=C(N(C(N2)C2CCCCC2)OCC2=CC=CC=C2)C(=O)NN (5-(Adamantan-1-yloxymethyl)-3-benzyloxy-2-cyclohexyl-1H-imidazole-4-carboxylic acid hydrazide), C12(CC3CC(CC(C1)C3)C2)OCC2=C(N=C(N2)C2CCCCC2)C(=O)NN (5-(Adamantan-1-yloxymethyl)-2-cyclohexyl-1H-imidazole-4-carboxylic acid hydrazide). The product is C12(CC3CC(CC(C1)C3)C2)OCC2=C(N(C(N2)C2CCCCC2)O)C2=NN=C(O2)C=2C=C(C(=O)O)C=CC2 (3-{5-[5-(Adamantan-1-yloxymethyl)-2-cyclohexyl-3-hydroxy-1H-imidazol-4-yl]-[1,3,4]oxadiazol-2-yl}-benzoic acid). RXN SMILES: C[O:2][C:3](=[O:47])[C:4]1[CH:9]=[CH:8][CH:7]=[C:6]([C:10](N(C(C2N(OCC3C=CC=CC=3)C(C3CCCCC3)NC=2COC23CC4CC(CC(C4)C2)C3)=O)N)=O)[CH:5]=1.[C:48]12([O:58][CH2:59][C:60]3[NH:64][CH:63]([CH:65]4[CH2:70][CH2:69][CH2:68][CH2:67][CH2:66]4)[N:62]([O:71]CC4C=CC=CC=4)[C:61]=3[C:79]([NH:81][NH2:82])=[O:80])[CH2:57][CH:52]3[CH2:53][CH:54]([CH2:56][CH:50]([CH2:51]3)[CH2:49]1)[CH2:55]2.C12(OCC3NC(C4CCCCC4)=NC=3C(NN)=O)CC3CC(CC(C3)C1)C2>>[C:48]12([O:58][CH2:59][C:60]3[NH:64][CH:63]([CH:65]4[CH2:66][CH2:67][CH2:68][CH2:69][CH2:70]4)[N:62]([OH:71])[C:61]=3[C:79]3[O:80][C:10]([C:6]4[CH:5]=[C:4]([CH:9]=[CH:8][CH:7]=4)[C:3]([OH:47])=[O:2])=[N:82][N:81]=3)[CH2:55][CH:54]3[CH2:56][CH:50]([CH2:51][CH:52]([CH2:53]3)[CH2:57]1)[CH2:49]2. Procedure: 3-{N1-[5-(Adamantan-1-yloxymethyl)-3-benzyloxy-2-cyclohexyl-1H-imidazole-4-carbonyl]-hydrazinocarbonyl}-benzoic acid methyl ester. The title compound was prepared essentially using the procedure in Example 8, step b, with the modification that 5-(Adamantan-1-yloxymethyl)-3-benzyloxy-2-cyclohexyl-1H-imidazole-4-carboxylic acid hydrazide. was used instead of 5-(Adamantan-1-yloxymethyl)-2-cyclohexyl-1H-imidazole-4-carboxylic acid hydrazide. 1H NMR (CDCl3) 11.16 (1H, d), 9.21 (1H, br s), 8.51 (1H, s... Starting materials: C(C1=CC=CC=C1)NC(C)(C)C (N-benzyl-N-tert-butylamine), ClC=1C=C(C(=O)OO)C=CC1 (3-chloroperoxybenzoic acid). Run in C(Cl)Cl (methylene chloride). Yields the product C(C)(C)(C)[N+](=CC1=CC=CC=C1)[O-] (N-tert-butyl-alpha-phenyl nitrone). RXN SMILES: [CH2:1]([NH:8][C:9]([CH3:12])([CH3:11])[CH3:10])[C:2]1[CH:7]=[CH:6][CH:5]=[CH:4][CH:3]=1.ClC1C=C(C=CC=1)C(OO)=[O:18]>C(Cl)Cl>[C:9]([N+:8]([O-:18])=[CH:1][C:2]1[CH:7]=[CH:6][CH:5]=[CH:4][CH:3]=1)([CH3:12])([CH3:11])[CH3:10]. Reported procedure: Following the general procedure of Example 1, N-benzyl-N-tert-butylamine is oxidized using a solution of 3-chloroperoxybenzoic acid dissolved in methylene chloride to give N-tert-butyl-alpha-phenyl nitrone as a white solid melting at 70°-72° C. This is the nitrone described in Japanese Sho No. 59-11345. The reactants are CCOC(=O)C=1N(C2=CC=C(C=C2C1)C(=O)O)S(=O)(=O)C1=CC=C(C=C1)C (1-(Toluene-4-sulfonyl)-1H-indole-2,5-dicarboxylic acid 2-ethyl ester). The solvent is C(C)(C)(C)OC(N(C)C)OC(C)(C)C (N,N-dimethylformamide di-tert-butyl acetal), C(C)(C)(C)OC(N(C)C)OC(C)(C)C (N,N-dimethylformamide di-tert-butyl acetal), C(C)(=O)OCC (ethyl acetate), O (water). Run at temperature 80 celsius. The product is CCOC(=O)C=1N(C2=CC=C(C=C2C1)C(=O)OC(C)(C)C)S(=O)(=O)C1=CC=C(C=C1)C (1-(toluene-4-sulfonyl)-1H-indole-2,5-dicarboxylic acid 5-tert-butyl ester 2-ethyl ester). Yield: 134.3%. As a reaction SMILES: [CH3:1][CH2:2][O:3][C:4]([C:6]1[N:7]([S:18]([C:21]2[CH:26]=[CH:25][C:24]([CH3:27])=[CH:23][CH:22]=2)(=[O:20])=[O:19])[C:8]2[C:13]([CH:14]=1)=[CH:12][C:11]([C:15]([OH:17])=[O:16])=[CH:10][CH:9]=2)=[O:5]>C(OC(OC(C)(C)C)N(C)C)(C)(C)C.C(OCC)(=O)C.O>[CH3:1][CH2:2][O:3][C:4]([C:6]1[N:7]([S:18]([C:21]2[CH:22]=[CH:23][C:24]([CH3:27])=[CH:25][CH:26]=2)(=[O:20])=[O:19])[C:8]2[C:13]([CH:14]=1)=[CH:12][C:11]([C:15]([O:17][C:11]([CH3:15])([CH3:12])[CH3:10])=[O:16])=[CH:10][CH:9]=2)=[O:5]. Procedure details: 1-(Toluene-4-sulfonyl)-1H-indole-2,5-dicarboxylic acid 2-ethyl ester (690 mg, 1.85 mmol) was dissolved in N,N-dimethylformamide di-tert-butyl acetal (3.0 ml), and stirred at 80° C. for two and half hours. N,N-dimethylformamide di-tert-butyl acetal (2.0 ml) was further added thereto and stirred at 80° C. for three hours. After cooling to room temperature, the reaction mixture was diluted with ethyl acetate (150 ml) and water (75 ml). The organic layer was isolated, washed with water and a saturat... Reactants: ClC1=C(C=C(C=C1)[C@@H]1O[C@@H]([C@H]([C@@H]([C@H]1O)O)O)CO)CC1=CC=C(C=C1)OCC ((2S,3R,4R,5S,6R)-2-[4-chloro-3-(4-ethoxy-benzyl)-phenyl]-6-hydroxymethyl-tetrahydro-pyran-3,4,5-triol), C(C1=CC=CC=C1)(C1=CC=CC=C1)(C1=CC=CC=C1)Cl (trityl chloride). Solvent: N1=CC=CC=C1 (pyridine), O (water). The product is ClC1=C(C=C(C=C1)[C@@H]1O[C@@H]([C@H]([C@@H]([C@H]1O)O)O)COC(C1=CC=CC=C1)(C1=CC=CC=C1)C1=CC=CC=C1)CC1=CC=C(C=C1)OCC ((2S,3R,4R,5S,6R)-2-[4-Chloro-3-(4-ethoxy-benzyl)-phenyl]-6-trityloxymethyl-tetrahydro-pyran-3,4,5-triol). The yield is 88.0%. As a reaction SMILES: [Cl:1][C:2]1[CH:7]=[CH:6][C:5]([C@H:8]2[C@H:13]([OH:14])[C@@H:12]([OH:15])[C@H:11]([OH:16])[C@@H:10]([CH2:17][OH:18])[O:9]2)=[CH:4][C:3]=1[CH2:19][C:20]1[CH:25]=[CH:24][C:23]([O:26][CH2:27][CH3:28])=[CH:22][CH:21]=1.[C:29](Cl)([C:42]1[CH:47]=[CH:46][CH:45]=[CH:44][CH:43]=1)([C:36]1[CH:41]=[CH:40][CH:39]=[CH:38][CH:37]=1)[C:30]1[CH:35]=[CH:34][CH:33]=[CH:32][CH:31]=1>N1C=CC=CC=1.O>[Cl:1][C:2]1[CH:7]=[CH:6][C:5]([C@H:8]2[C@H:13]([OH:14])[C@@H:12]([OH:15])[C@H:11]([OH:16])[C@@H:10]([CH2:17][O:18][C:29]([C:30]3[CH:35]=[CH:34][CH:33]=[CH:32][CH:31]=3)([C:42]3[CH:43]=[CH:44][CH:45]=[CH:46][CH:47]=3)[C:36]3[CH:37]=[CH:38][CH:39]=[CH:40][CH:41]=3)[O:9]2)=[CH:4][C:3]=1[CH2:19][C:20]1[CH:21]=[CH:22][C:23]([O:26][CH2:27][CH3:28])=[CH:24][CH:25]=1. Procedure: To a mixture of (2S,3R,4R,5S,6R)-2-[4-chloro-3-(4-ethoxy-benzyl)-phenyl]-6-hydroxymethyl-tetrahydro-pyran-3,4,5-triol (7.0 g, 17.1 mmole) (prepared according to procedure as described in J. Med. Chem. 2008; 51 (5); 1145-1149), trityl chloride (5.2 g, 18.8 mmole) in pyridine (50 mL) was added at room temperature and refluxed for 18 hrs. The excess pyridine was evaporated; reaction mixture was diluted with water (250 mL) and washed with 1N dil. HCl (50 mL) extracted with dichloromethane (2×200 mL)...